This data is from the Open Reaction Database (ORD), a public repository of structured organic reaction records. The task is: describe an organic reaction: reactants, conditions, products, and yield Starting materials: NC1=NC(=CC(=N1)OC)OC (2-amino-4,6-dimethoxypyrimidine), N(=C=O)S(=O)(=O)OC1=C(C(=O)OCC=C)C=CC=C1 (allyl 2-isocyanatosulfonyloxybenzoate). The solvent is ClCCl (dichloromethane), ClCCl (dichloromethane). Run at time 18 hour. Yields the product COC1=NC(=NC(=C1)OC)NC(NS(=O)(=O)OC1=C(C(=O)OCC=C)C=CC=C1)=O (Allyl 2-[3-(4,6-dimethoxypyrimidin-2-yl)ureidosulfonyloxy]-benzoate). Reaction SMILES: [NH2:1][C:2]1[N:7]=[C:6]([O:8][CH3:9])[CH:5]=[C:4]([O:10][CH3:11])[N:3]=1.[N:12]([S:15]([O:18][C:19]1[CH:30]=[CH:29][CH:28]=[CH:27][C:20]=1[C:21]([O:23][CH2:24][CH:25]=[CH2:26])=[O:22])(=[O:17])=[O:16])=[C:13]=[O:14]>ClCCl>[CH3:9][O:8][C:6]1[CH:5]=[C:4]([O:10][CH3:11])[N:3]=[C:2]([NH:1][C:13](=[O:14])[NH:12][S:15]([O:18][C:19]2[CH:30]=[CH:29][CH:28]=[CH:27][C:20]=2[C:21]([O:23][CH2:24][CH:25]=[CH2:26])=[O:22])(=[O:17])=[O:16])[N:7]=1. Reported procedure: 1.55 g (0.01 mole) of 2-amino-4,6-dimethoxypyrimidine are dissolved in 100 ml of dichloromethane, and 3.40 g (0.012 mole) of allyl 2-isocyanatosulfonyloxybenzoate, dissolved in 20 ml of dichloromethane, are added at 0° C. The mixture is stirred at room temperature for 18 hours and filtered off with suction, and 2.54 g (58% of theory) of allyl 2-[3-(4,6-dimethoxypyrimidin-2-yl)ureidosulfonyloxy]-benzoate of melting point 110°-112° C. are obtained. The product is COc1ccc2cc(C#CC(C)(C)O)ccc2c1. Reaction SMILES: [CH2:20]([NH:21][CH2:22][CH3:23])[CH3:24].[CH3:14][C:15]([CH3:16])([C:17]#[CH:18])[OH:19].[CH3:1][O:2][c:3]1[cH:4][c:5]2[cH:6][cH:7][c:8]([Br:13])[cH:9][c:10]2[cH:11][cH:12]1.[Cu:25][I:26].[Pd:27]([Cl:28])[Cl:29].[c:30]1([P:31]([c:32]2[cH:33][cH:34][cH:35][cH:36][cH:37]2)[c:38]2[cH:39][cH:40][cH:41][cH:42][cH:43]2)[cH:44][cH:45][cH:46][cH:47][cH:48]1.[c:49]1([P:50]([c:51]2[cH:52][cH:53][cH:54][cH:55][cH:56]2)[c:57]2[cH:58][cH:59][cH:60][cH:61][cH:62]2)[cH:63][cH:64][cH:65][cH:66][cH:67]1>>[CH3:1][O:2][c:3]1[cH:4][c:5]2[cH:6][cH:7][c:8]([C:18]#[C:17][C:15]([CH3:14])([CH3:16])[OH:19])[cH:9][c:10]2[cH:11][cH:12]1. The reactants are CCNCC, C#CC(C)(C)O, COc1ccc2cc(Br)ccc2c1, [Cu]I, Cl[Pd]Cl, c1ccc(P(c2ccccc2)c2ccccc2)cc1, c1ccc(P(c2ccccc2)c2ccccc2)cc1. Starting materials: COC=1C=C2C(C=CNC2=CC1OCCCN1CCOCC1)=O (6-methoxy-7-(3-morpholinopropoxy)-1,4-dihydroquinolin-4-one), S(=O)(Cl)Cl (thionyl chloride). The reagents and catalysts are CN(C)C=O (DMF). Product: Cl.ClC1=CC=NC2=CC(=C(C=C12)OC)OCCCN1CCOCC1 (4-chloro-6-methoxy-7-(3-morpholinopropoxy)quinoline hydrochloride). Isolated yield 93.0%. RXN SMILES: [CH3:1][O:2][C:3]1[CH:4]=[C:5]2[C:10](=[CH:11][C:12]=1[O:13][CH2:14][CH2:15][CH2:16][N:17]1[CH2:22][CH2:21][O:20][CH2:19][CH2:18]1)[NH:9][CH:8]=[CH:7][C:6]2=O.S(Cl)([Cl:26])=O>CN(C=O)C>[ClH:26].[Cl:26][C:6]1[C:5]2[C:10](=[CH:11][C:12]([O:13][CH2:14][CH2:15][CH2:16][N:17]3[CH2:22][CH2:21][O:20][CH2:19][CH2:18]3)=[C:3]([O:2][CH3:1])[CH:4]=2)[N:9]=[CH:8][CH:7]=1 |f:3.4|. Reported procedure: A solution of 6-methoxy-7-(3-morpholinopropoxy)-1,4-dihydroquinolin-4-one (200 mg, 0.63 mmol) in thionyl chloride (10 ml) containing DMF (3 drops) was heated at reflux for 1 hour. After removal of the volatiles by evaporation, the residue was azeotroped with toluene, triturated with ether, collected by filtration, washed with ether and dried under vacuum to give 4-chloro-6-methoxy-7-(3-morpholinopropoxy)quinoline hydrochloride (240 mg, 93%). Starting materials: Cl (hydrochloric acid), C(#N)C1=C(N(C2=NC(=CC(=C21)C)C)C2CCCC1=CC=CC=C21)/C=C/C(=O)OCC (ethyl (E)-3-[3-cyano-4,6-dimethyl-1-(1,2,3,4-tetrahydro-1-naphthalenyl)-1H-pyrrolo[2,3-b]pyridin-2-yl]-2-propenoate), C1(=CC=CC=C1)C (toluene), resultant solution, [OH-].[Na+] (sodium hydroxide). Run in O (water), O1CCCC1 (tetrahydrofuran). Conditions: temperature 50 celsius, time 20 minute. The product is C(#N)C1=C(N(C2=NC(=CC(=C21)C)C)C2CCCC1=CC=CC=C21)/C=C/C(=O)O ((E)-3-[3-cyano-4,6-dimethyl-1-(1,2,3,4-tetrahydro-1-naphthalenyl)-1H-pyrrolo[2,3-b]pyridin-2-yl]-2-propenoic acid). Isolated yield 89.7%. Reaction SMILES: [C:1]([C:3]1[C:11]2[C:6](=[N:7][C:8]([CH3:13])=[CH:9][C:10]=2[CH3:12])[N:5]([CH:14]2[C:23]3[C:18](=[CH:19][CH:20]=[CH:21][CH:22]=3)[CH2:17][CH2:16][CH2:15]2)[C:4]=1/[CH:24]=[CH:25]/[C:26]([O:28]CC)=[O:27])#[N:2].C1(C)C=CC=CC=1.[OH-].[Na+].Cl>O1CCCC1.O>[C:1]([C:3]1[C:11]2[C:6](=[N:7][C:8]([CH3:13])=[CH:9][C:10]=2[CH3:12])[N:5]([CH:14]2[C:23]3[C:18](=[CH:19][CH:20]=[CH:21][CH:22]=3)[CH2:17][CH2:16][CH2:15]2)[C:4]=1/[CH:24]=[CH:25]/[C:26]([OH:28])=[O:27])#[N:2] |f:2.3|. Procedure details: A solution of ethyl (E)-3-[3-cyano-4,6-dimethyl-1-(1,2,3,4-tetrahydro-1-naphthalenyl)-1H-pyrrolo[2,3-b]pyridin-2-yl]-2-propenoate (1.2 g, 3 mmol) in tetrahydrofuran (6 ml)-toluene (6 ml) was heated to 50° C. To the resultant solution was added a 2 N aqueous sodium hydroxide solution (4 ml, 8 mmol) and the mixture was stirred at 50° C. for 20 minutes. Then, water (100 ml) was added to the reaction mixture, which was adjusted to pH 3 to 4 with 12 N hydrochloric acid, and then the product was extra... The reactants are C(C)C=1C=CC(=NC1)CCOC1=CC=C(C=O)C=C1 (4-[2(5-ethyl-2-pyridyl) ethoxy]benzaldehyde), S1C(NC(C1)=O)=O (2,4-thiazolidinedione), N1CCCCC1 (piperidine). Solvent: C(C)O (ethanol). Run at time 5 hour. Yields the product C(C)C=1C=CC(=NC1)CCOC1=CC=C(C=C2C(NC(S2)=O)=O)C=C1 (5-[4-[2-(5-ethyl-2-pyridyl)ethoxy]benzilidene]-2,4-thiazolidinedione). The yield is 59.1%. As a reaction SMILES: [CH2:1]([C:3]1[CH:4]=[CH:5][C:6]([CH2:9][CH2:10][O:11][C:12]2[CH:19]=[CH:18][C:15]([CH:16]=O)=[CH:14][CH:13]=2)=[N:7][CH:8]=1)[CH3:2].[S:20]1[CH2:24][C:23](=[O:25])[NH:22][C:21]1=[O:26].N1CCCCC1>C(O)C>[CH2:1]([C:3]1[CH:4]=[CH:5][C:6]([CH2:9][CH2:10][O:11][C:12]2[CH:19]=[CH:18][C:15]([CH:16]=[C:24]3[S:20][C:21](=[O:26])[NH:22][C:23]3=[O:25])=[CH:14][CH:13]=2)=[N:7][CH:8]=1)[CH3:2]. Reported procedure: In 1.1 liter of ethanol was dissolved 94 g of 4-[2(5-ethyl-2-pyridyl) ethoxy]benzaldehyde (content 80.6%) obtained by substantially the same manner as b) of Example 1. To the solution were added 93.7 g of 2,4-thiazolidinedione and 19.7 g of piperidine, and the mixture was stirred for 5 hours under reflux. The reaction mixture was gradually cooled to room temperature. Resulting crystals were collected by filtration under reduced pressure, washed with 100 ml of ethanol and dried at 50° C. under re... Reactants: C(CC)(=O)Cl (propionyl chloride), [Sm] (samarium), COC1=CC(=CC=C1)C (1-Methoxy-3-methylbenzene), II (iodine). Solvent: CC#N (CH3CN). Run at time 2 hour. Product: COC1=CC(=C(C=C1)C(CC)=O)C (1-(4-methoxy-2-methyl-phenyl)-propan-1-one). As a reaction SMILES: [Sm].II.[CH3:4][O:5][C:6]1[CH:11]=[CH:10][CH:9]=[C:8]([CH3:12])[CH:7]=1.[C:13](Cl)(=[O:16])[CH2:14][CH3:15]>CC#N>[CH3:4][O:5][C:6]1[CH:11]=[CH:10][C:9]([C:13](=[O:16])[CH2:14][CH3:15])=[C:8]([CH3:12])[CH:7]=1. Reported procedure: To a stirred suspension of samarium (598 mg, 3.97 mmol) in CH3CN is added iodine (3.0 g, 11.9 mmol, 3 eq.) and the mixture is stirred at RT for 2 hrs. 1-Methoxy-3-methylbenzene (500 μL, 3.97 mmol, 1 eq) is added followed by the dropwise addition of propionyl chloride (3472 μL, 39.7 mmol). After stirring at RT for 1 hr, the reaction is quenched with water (5 ml) and extracted with EtOAc (2×50 ml). The combined organic extracts are washed with Na2CO3 (2M, 50 ml), sat Na2S2O4 (4×50 ml), water and b...